From a dataset of the Open Reaction Database (ORD), a public repository of structured organic reaction records. describe an organic reaction: reactants, conditions, products, and yield Starting materials: CCOC(=O)C(Cc1ccc(OCCc2ccc(OS(C)(=O)=O)cc2)c(NC(=O)OC(C)(C)C)c1)OCC, C1CCOC1, [Li+], [OH-], O. Yields the product CCOC(Cc1ccc(OCCc2ccc(OS(C)(=O)=O)cc2)c(NC(=O)OC(C)(C)C)c1)C(=O)O. RXN SMILES: [C:1]([CH3:2])([CH3:3])([CH3:4])[O:5][C:6](=[O:7])[NH:8][c:9]1[cH:10][c:11]([CH2:29][CH:30]([C:31](=[O:32])[O:33][CH2:34][CH3:35])[O:36][CH2:37][CH3:38])[cH:12][cH:13][c:14]1[O:15][CH2:16][CH2:17][c:18]1[cH:19][cH:20][c:21]([O:24][S:25](=[O:26])(=[O:27])[CH3:28])[cH:22][cH:23]1.[CH2:41]1[O:42][CH2:43][CH2:44][CH2:45]1.[Li+:39].[OH-:40].[OH2:46]>>[C:1]([CH3:2])([CH3:3])([CH3:4])[O:5][C:6](=[O:7])[NH:8][c:9]1[cH:10][c:11]([CH2:29][CH:30]([C:31](=[O:32])[OH:33])[O:36][CH2:37][CH3:38])[cH:12][cH:13][c:14]1[O:15][CH2:16][CH2:17][c:18]1[cH:19][cH:20][c:21]([O:24][S:25](=[O:26])(=[O:27])[CH3:28])[cH:22][cH:23]1. Starting materials: CC(=O)C=C(C)C(=O)CN1C(=O)c2ccccc2C1=O, CCOC(C)=O. The product is CC(=O)CC(C)C(=O)CN1C(=O)c2ccccc2C1=O. As a reaction SMILES: [CH3:1][C:2]([C:3]([CH2:4][N:5]1[C:6](=[O:15])[c:7]2[c:8]([cH:11][cH:12][cH:13][cH:14]2)[C:9]1=[O:10])=[O:16])=[CH:17][C:18]([CH3:19])=[O:20].[CH3:21][CH2:22][O:23][C:24](=[O:25])[CH3:26]>>[CH3:1][CH:2]([C:3]([CH2:4][N:5]1[C:6](=[O:15])[c:7]2[c:8]([cH:11][cH:12][cH:13][cH:14]2)[C:9]1=[O:10])=[O:16])[CH2:17][C:18]([CH3:19])=[O:20]. Starting materials: COCC(NC1=CC=CC=C1)=C1C(N(CC1)C(=O)OCC1=CC=CC=C1)=O (benzyl 3-(2-methoxy-1-(phenylamino)ethylidene)-2-oxopyrrolidine-1-carboxylate), resultant product, COC[C@H]1NC=2C=CC=CC2[C@@H]2[C@H]1CCN2C(=O)OCC2=CC=CC=C2 ((3aS,4S,9bS)-benzyl 4-(methoxymethyl)-2,3,3a,4,5,9b-hexahydro-1H-pyrrolo[3,2-c]quinoline-1-carboxylate). Product: COC[C@@H]1NC=2C=CC=CC2[C@H]2[C@@H]1CCN2C(=O)OCC2=CC=CC=C2 ((3aR,4R,9bR)-benzyl 4-(methoxymethyl)-2,3,3a,4,5,9b-hexahydro-1H-pyrrolo[3,2-c]quinoline-1-carboxylate). Reaction SMILES: [CH3:1][O:2][CH2:3][C:4](=[C:12]1[CH2:16][CH2:15][N:14]([C:17]([O:19][CH2:20][C:21]2[CH:26]=[CH:25][CH:24]=[CH:23][CH:22]=2)=[O:18])[C:13]1=O)[NH:5][C:6]1[CH:11]=[CH:10][CH:9]=[CH:8][CH:7]=1.COC[C@@H]1[C@@H]2CCN(C(OCC3C=CC=CC=3)=O)[C@@H]2C2C=CC=CC=2N1>>[CH3:1][O:2][CH2:3][C@H:4]1[C@H:12]2[CH2:16][CH2:15][N:14]([C:17]([O:19][CH2:20][C:21]3[CH:26]=[CH:25][CH:24]=[CH:23][CH:22]=3)=[O:18])[C@H:13]2[C:7]2[CH:8]=[CH:9][CH:10]=[CH:11][C:6]=2[NH:5]1. Procedure details: In the same manner as in Reference Example 37 except that (2R,4R)-3,5-xylyl-skewphos was used as an asymmetric ligand instead of (2S,4S)-skewphos, benzyl 3-(2-methoxy-1-(phenylamino)ethylidene)-2-oxopyrrolidine-1-carboxylate was hydrogenated, and area percentage of the resultant product, (3aS,4S,9bS)-benzyl 4-(methoxymethyl)-2,3,3a,4,5,9b-hexahydro-1H-pyrrolo[3,2-c]quinoline-1-carboxylate, was determined by high performance liquid chromatography to find production at an area percentage of 48%.